From a dataset of the Open Reaction Database (ORD), a public repository of structured organic reaction records. describe an organic reaction: reactants, conditions, products, and yield Starting materials: O=C1CCC(=O)N1Br, ClCCl, CC(C)[Si](C(C)C)(C(C)C)n1ccc2c(Cl)ncnc21. Yields the product CC(C)[Si](C(C)C)(C(C)C)n1cc(Br)c2c(Cl)ncnc21. RXN SMILES: [Br:1][N:2]1[C:3](=[O:4])[CH2:5][CH2:6][C:7]1=[O:8].[Cl:29][CH2:30][Cl:31].[Cl:9][c:10]1[c:11]2[c:12]([n:13][cH:14][n:15]1)[n:16]([Si:19]([CH:20]([CH3:21])[CH3:22])([CH:23]([CH3:24])[CH3:25])[CH:26]([CH3:27])[CH3:28])[cH:17][cH:18]2>>[Br:1][c:18]1[c:11]2[c:10]([Cl:9])[n:15][cH:14][n:13][c:12]2[n:16]([Si:19]([CH:20]([CH3:21])[CH3:22])([CH:23]([CH3:24])[CH3:25])[CH:26]([CH3:27])[CH3:28])[cH:17]1. The reactants are C(C)(C)(C)OC(=O)NCC=1C=CC(=NC1)C(CC(C)C)O (5-tert-butoxycarbonylaminomethyl-2-(1-hydroxy-3-methyl-butyl)-pyridine). The reagents and catalysts are [O-2].[O-2].[Mn+4] (manganese dioxide). Solvent: O1CCOCC1 (1,4-dioxane). Reaction conditions: temperature 70 celsius. The product is C(C)(C)(C)OC(=O)NCC=1C=CC(=NC1)C(CC(C)C)=O (5-tert-Butoxycarbonylaminomethyl-2-(3-methyl-butyryl)pyridine). Yield: 102.6%. RXN SMILES: [C:1]([O:5][C:6]([NH:8][CH2:9][C:10]1[CH:11]=[CH:12][C:13]([CH:16]([OH:21])[CH2:17][CH:18]([CH3:20])[CH3:19])=[N:14][CH:15]=1)=[O:7])([CH3:4])([CH3:3])[CH3:2]>O1CCOCC1.[O-2].[O-2].[Mn+4]>[C:1]([O:5][C:6]([NH:8][CH2:9][C:10]1[CH:11]=[CH:12][C:13]([C:16](=[O:21])[CH2:17][CH:18]([CH3:19])[CH3:20])=[N:14][CH:15]=1)=[O:7])([CH3:4])([CH3:3])[CH3:2] |f:2.3.4|. Procedure details: Add manganese dioxide (240 mg) to a solution of 5-tert-butoxycarbonylaminomethyl-2-(1-hydroxy-3-methyl-butyl)-pyridine (60 mg, 0.2 mmol) in anhydrous 1,4-dioxane (1 mL) at room temperature. Heat the reaction mixture at 70° C. for 2 h. Filter the reaction mixture over Celite® and concentrate in vacuo to afford the desired intermediate (60 mg, 99%). Starting materials: O (water), Cl (hydrochloric acid), C(C)OC(C(CC=1C2=C(SC1)C=CC=C2)[N+](=O)[O-])=O (3-(benzo[b]thiophen-3-yl)-2-nitropropionic acid ethyl ester). Reagents/catalysts: [Fe] (iron). The solvent is C(C)O (ethanol). Conditions: time 1 hour. The product is C(C)OC(C(CC=1C2=C(SC1)C=CC=C2)N)=O (2-amino-3-(benzo[b]thiophen-3-yl)propionic acid ethyl ester). Isolated yield 45.8%. Reaction SMILES: O.Cl.[CH2:3]([O:5][C:6](=[O:21])[CH:7]([N+:18]([O-])=O)[CH2:8][C:9]1[C:10]2[CH:17]=[CH:16][CH:15]=[CH:14][C:11]=2[S:12][CH:13]=1)[CH3:4]>[Fe].C(O)C>[CH2:3]([O:5][C:6](=[O:21])[CH:7]([NH2:18])[CH2:8][C:9]1[C:10]2[CH:17]=[CH:16][CH:15]=[CH:14][C:11]=2[S:12][CH:13]=1)[CH3:4]. Reported procedure: To a mixed solution of 7.5 ml of water, 7.5 ml of ethanol, and 10 ml of 12N hydrochloric acid were added 3.5 g of iron powder and 2.79 g of 3-(benzo[b]thiophen-3-yl)-2-nitropropionic acid ethyl ester and then the reaction was carried out for one hour at room temperature. After filtered away excess iron powder, 200 ml of water was added to the filtrate and after adjusting the pH thereof to from 9 to 10 with sodium hydrogencarbonate, the mixture was extracted thrice with 50 ml of chloroform. The c... Reaction SMILES: [Br:1][CH2:2][c:3]1[cH:4][cH:5][c:6]([C:9]([C:10](=[O:11])[O:12][CH3:13])=[CH:14][O:15][CH3:16])[cH:7][cH:8]1.[CH3:18][C:19]([O-:20])=[O:21].[CH3:24][N:25]1[CH2:26][CH2:27][CH2:28][C:29]1=[O:30].[I-:23].[K+:17].[K+:22].[OH2:31]>>[c:3]1([O:21][C:19]([CH3:18])=[O:20])[cH:4][cH:5][c:6]([C:9]([C:10](=[O:11])[O:12][CH3:13])=[CH:14][O:15][CH3:16])[cH:7][cH:8]1. Reactants: COC=C(C(=O)OC)c1ccc(CBr)cc1, CC(=O)[O-], CN1CCCC1=O, [I-], [K+], [K+], O. Yields the product COC=C(C(=O)OC)c1ccc(OC(C)=O)cc1. Reactants: Brc1cccnc1, CC(=O)Nc1ccccc1. Yields the product CC(=O)N(c1ccccc1)c1cccnc1. RXN SMILES: [Br:11][c:12]1[cH:13][n:14][cH:15][cH:16][cH:17]1.[C:1]([CH3:2])(=[O:3])[NH:4][c:5]1[cH:6][cH:7][cH:8][cH:9][cH:10]1>>[C:1]([CH3:2])(=[O:3])[N:4]([c:5]1[cH:6][cH:7][cH:8][cH:9][cH:10]1)[c:12]1[cH:13][n:14][cH:15][cH:16][cH:17]1.